From a dataset of the Open Reaction Database (ORD), a public repository of structured organic reaction records. describe an organic reaction: reactants, conditions, products, and yield Reactants: NC=1C=NC=CC1C1CC(CCC1)N1C(C2=CC=CC=C2C1=O)=O (2-(3-(3-aminopyridin-4-yl)cyclohexyl)-isoindoline-1,3-dione), NC=1C(=NC(=C(C1)F)Br)C(=O)O (3-amino-6-bromo-5-fluoropicolinic acid). Run in CCOC(=O)C (EtOAc). The product is NC=1C(=NC(=C(C1)F)Br)C(=O)NC=1C=NC=CC1[C@H]1C[C@H](CCC1)N1C(C2=CC=CC=C2C1=O)=O (3-amino-6-bromo-N-(4-((1R,3S)-3-(1,3-dioxoisoindolin-2-yl)cyclohexyl)pyridin-3-yl)-5-fluoropicolinamide). RXN SMILES: [NH2:1][C:2]1[CH:3]=[N:4][CH:5]=[CH:6][C:7]=1[CH:8]1[CH2:13][CH2:12][CH2:11][CH:10]([N:14]2[C:22](=[O:23])[C:21]3[C:16](=[CH:17][CH:18]=[CH:19][CH:20]=3)[C:15]2=[O:24])[CH2:9]1.[NH2:25][C:26]1[C:27]([C:34](O)=[O:35])=[N:28][C:29]([Br:33])=[C:30]([F:32])[CH:31]=1>CCOC(C)=O>[NH2:25][C:26]1[C:27]([C:34]([NH:1][C:2]2[CH:3]=[N:4][CH:5]=[CH:6][C:7]=2[C@@H:8]2[CH2:13][CH2:12][CH2:11][C@H:10]([N:14]3[C:15](=[O:24])[C:16]4[C:21](=[CH:20][CH:19]=[CH:18][CH:17]=4)[C:22]3=[O:23])[CH2:9]2)=[O:35])=[N:28][C:29]([Br:33])=[C:30]([F:32])[CH:31]=1. Procedure: Following Method 9, 2-(3-(3-aminopyridin-4-yl)cyclohexyl)-isoindoline-1,3-dione and 3-amino-6-bromo-5-fluoropicolinic acid were coupled and following addition of EtOAc and washing with H2O, NaCl(sat.) and drying over MgSO4, 3-amino-6-bromo-N-(4-((1R,3S)-3-(1,3-dioxoisoindolin-2-yl)cyclohexyl)pyridin-3-yl)-5-fluoropicolinamide was obtained. LCMS (m/z): 538.1/540.1 (MH); LC Rt=3.46 min. Reactants: COC(CN(C(=O)C1CCCCC1)C1=NC=CC=C1)OC (N-(2,2-dimethoxyethyl)-N-(2-pyridyl)cyclohexanecarboxamide), C([O-])([O-])=O.[Na+].[Na+] (sodium carbonate), C1(O)=CC=C(O)C=C1 (hydroquinone), resultant mixture. The solvent is Cl (HCl). Conditions: temperature 80 celsius, time 0.5 hour. The product is C(=O)CN(C(=O)C1CCCCC1)C1=NC=CC=C1 (N-formylmethyl-N-(2-pyridyl)cyclohexanecarboxamide). Yield: 68.0%. RXN SMILES: C[O:2][CH:3](OC)[CH2:4][N:5]([C:14]1[CH:19]=[CH:18][CH:17]=[CH:16][N:15]=1)[C:6]([CH:8]1[CH2:13][CH2:12][CH2:11][CH2:10][CH2:9]1)=[O:7].C1(C=CC(O)=CC=1)O.C(=O)([O-])[O-].[Na+].[Na+]>Cl>[CH:3]([CH2:4][N:5]([C:14]1[CH:19]=[CH:18][CH:17]=[CH:16][N:15]=1)[C:6]([CH:8]1[CH2:13][CH2:12][CH2:11][CH2:10][CH2:9]1)=[O:7])=[O:2] |f:2.3.4|. Reported procedure: A solution consisting of 0.6 g of Compound 1A, 0.02 g of hydroquinone in 10 mL of 2 N HCl was stirred, under a nitrogen atmosphere, for 0.5 h at a temperature of 80° C. The resultant mixture was then cooled with a water bath and ice, followed by alkalinization with a 5% aqueous sodium carbonate solution (pH=9), and then by extraction with dichloromethane (2×10 mL). The obtained organic phase was dried over anhydrous sodium sulphate and evaporated to dryness. The obtained end-product material (Co... The reactants are C(=O)C1=CC=C(C=C1)C1=CC(=CC=C1)CN(C(C1=CC=CC=C1)=O)CCC (N-(4′-formylbiphenyl-3-ylmethyl)-N-propylbenzamide), S1C(NC(C1)=O)=O (2,4-thiazolidine dione). The product is O=C1SC(C(N1)=O)=CC1=CC=C(C=C1)C1=CC(=CC=C1)CN(C(C1=CC=CC=C1)=O)CCC (N-[4′-(2,4-Dioxothiazolidin-5-ylidenemethyl)-biphenyl-3-ylmethyl]-N-propylbenzamide). Yield: 72.6%. RXN SMILES: [CH:1]([C:3]1[CH:8]=[CH:7][C:6]([C:9]2[CH:14]=[CH:13][CH:12]=[C:11]([CH2:15][N:16]([CH2:25][CH2:26][CH3:27])[C:17](=[O:24])[C:18]3[CH:23]=[CH:22][CH:21]=[CH:20][CH:19]=3)[CH:10]=2)=[CH:5][CH:4]=1)=O.[S:28]1[CH2:32][C:31](=[O:33])[NH:30][C:29]1=[O:34]>>[O:34]=[C:29]1[NH:30][C:31](=[O:33])[C:32](=[CH:1][C:3]2[CH:4]=[CH:5][C:6]([C:9]3[CH:14]=[CH:13][CH:12]=[C:11]([CH2:15][N:16]([CH2:25][CH2:26][CH3:27])[C:17](=[O:24])[C:18]4[CH:19]=[CH:20][CH:21]=[CH:22][CH:23]=4)[CH:10]=3)=[CH:7][CH:8]=2)[S:28]1. Procedure details: In a manner similar to that of Example 1(f), by reacting 580 mg (1.6 mmol) of N-(4′-formylbiphenyl-3-ylmethyl)-N-propylbenzamide with 190 mg (1.6 mmol) of 2,4-thiazolidine dione, 530 mg (72%) of the expected product, with a melting point of 250-251° C., are obtained. Starting materials: [N+](=O)([O-])C1=CC=C(CBr)C=C1 (4-nitrobenzyl bromide), C(C1=CC=CC=C1)Br (benzyl bromide), C(CCCCCCCCCCCCCCC)S (1-hexadecanethiol), [O-]CC.[Na+] (sodium ethoxide), solution. Solvent: C(C)O (ethanol), C(C)O (ethanol), C(C)O (ethanol). Reaction conditions: time 15 minute. Product: C(CCCCCCCCCCCCCCC)SCC1=CC=C(C=C1)[N+](=O)[O-] (4-[(Hexadecylthio)methyl]-1-nitrobenzene). The yield is 89.5%. As a reaction SMILES: [N+:1]([C:4]1[CH:11]=[CH:10][C:7]([CH2:8]Br)=[CH:6][CH:5]=1)([O-:3])=[O:2].[CH2:12]([SH:28])[CH2:13][CH2:14][CH2:15][CH2:16][CH2:17][CH2:18][CH2:19][CH2:20][CH2:21][CH2:22][CH2:23][CH2:24][CH2:25][CH2:26][CH3:27].[O-]CC.[Na+].C(Br)C1C=CC=CC=1>C(O)C>[CH2:12]([S:28][CH2:8][C:7]1[CH:10]=[CH:11][C:4]([N+:1]([O-:3])=[O:2])=[CH:5][CH:6]=1)[CH2:13][CH2:14][CH2:15][CH2:16][CH2:17][CH2:18][CH2:19][CH2:20][CH2:21][CH2:22][CH2:23][CH2:24][CH2:25][CH2:26][CH3:27] |f:2.3|. Reported procedure: A solution of 4-nitrobenzyl bromide in ethanol (150.0 g, 0.694 mol in 1.5 L) was brought to reflux. Separately, a solution of 1-hexadecanethiol in ethanol (231 mL, 0.691 mol in 1.5 L) was treated with sodium ethoxide in ethanol (258 mL, 0.691 mol of a 21% solution) over ten minutes, stirred at room temperature for 15 minutes, then warmed to dissolve the precipitate. This was then added to the benzyl bromide solution over twenty minutes, stirred at room temperature for two hours, then allowed to ... Starting materials: CCO, ClCCl, COc1ccc(CNC(=O)c2cc(C#N)ccc2NC(C)CN=[N+]=[N-])cc1OC. The product is COc1ccc(CNC(=O)c2cc(C#N)ccc2NC(C)CN)cc1OC. RXN SMILES: [CH3:30][CH2:31][OH:32].[Cl:33][CH2:34][Cl:35].[N:1](=[N+:2]=[N-:3])[CH2:4][CH:5]([CH3:6])[NH:7][c:8]1[c:9]([C:10](=[O:11])[NH:12][CH2:13][c:14]2[cH:15][c:16]([O:22][CH3:23])[c:17]([O:20][CH3:21])[cH:18][cH:19]2)[cH:24][c:25]([C:28]#[N:29])[cH:26][cH:27]1>>[NH2:1][CH2:4][CH:5]([CH3:6])[NH:7][c:8]1[c:9]([C:10](=[O:11])[NH:12][CH2:13][c:14]2[cH:15][c:16]([O:22][CH3:23])[c:17]([O:20][CH3:21])[cH:18][cH:19]2)[cH:24][c:25]([C:28]#[N:29])[cH:26][cH:27]1. Reactants: CS(=O)(=O)OC[C@@H]1CC[C@H](CC1)NC1=C2C(=NC=C1[N+](=O)[O-])C=CS2 ({trans-4-[(6-nitrothieno[3,2-b]pyridin-7-yl)amino]cyclohexyl}methyl methanesulfonate), [C-]#N.[Na+] (sodium cyanide). Run in CS(=O)C (dimethyl sulfoxide), CCOC(=O)C (EtOAc). Conditions: temperature 90 celsius, time 4 hour. Product: [N+](=O)([O-])C=1C(=C2C(=NC1)C=CS2)N[C@@H]2CC[C@H](CC2)CC#N ({trans-4-[(6-Nitrothieno[3,2-b]pyridin-7-yl)amino]cyclohexyl}acetonitrile). RXN SMILES: CS(O[CH2:6][C@H:7]1[CH2:12][CH2:11][C@H:10]([NH:13][C:14]2[C:19]([N+:20]([O-:22])=[O:21])=[CH:18][N:17]=[C:16]3[CH:23]=[CH:24][S:25][C:15]=23)[CH2:9][CH2:8]1)(=O)=O.[C-:26]#[N:27].[Na+]>CS(C)=O.CCOC(C)=O>[N+:20]([C:19]1[C:14]([NH:13][C@H:10]2[CH2:11][CH2:12][C@H:7]([CH2:6][C:26]#[N:27])[CH2:8][CH2:9]2)=[C:15]2[S:25][CH:24]=[CH:23][C:16]2=[N:17][CH:18]=1)([O-:22])=[O:21] |f:1.2|. Reported procedure: A mixture of {trans-4-[(6-nitrothieno[3,2-b]pyridin-7-yl)amino]cyclohexyl}methyl methanesulfonate (0.20 g, 0.52 mmol) and sodium cyanide (0.057 g, 1.2 mmol) in dimethyl sulfoxide (2 mL) was stirred at 90° C. for 4 h. After diluting with EtOAc, the resulting mixture was washed with sat. NaHCO3 solution, water and brine, then concentrated. The residue was purified on silica gel (eluting with 0 to 5% MeOH in dichloromethane) to give the desired product. LCMS calculated for C15H17N4O2S (M+H)+: m/z=3... RXN SMILES: [C:1](Cl)(=O)C(Cl)=O.C([O:10][C:11]1[C:19]([O:20][CH3:21])=[CH:18][C:14]([C:15]([OH:17])=[O:16])=[C:13]([N+:22]([O-:24])=[O:23])[C:12]=1[O:25][CH3:26])(=O)C>CN(C=O)C.C1COCC1>[CH3:26][O:25][C:12]1[C:13]([N+:22]([O-:24])=[O:23])=[C:14]([CH:18]=[C:19]([O:20][CH3:21])[C:11]=1[OH:10])[C:15]([O:17][CH3:1])=[O:16]. Starting materials: C(C(=O)Cl)(=O)Cl (oxalyl chloride), C(C)(=O)OC1=C(C(=C(C(=O)O)C=C1OC)[N+](=O)[O-])OC (4-Acetoxy-3,5-dimethoxy-2-nitrobenzoic Acid). Procedure: A catalytic amount of DMF (5 drops) was added to a solution of oxalyl chloride (6.3 g, 49.8 mmol) and o-nitrobenzoic acid 83 (12.4 g, 45.2 mmol) in anhydrous THF (100 mL) and the reaction mixture allowed to stir at room temperature for 16 h. The resulting acid chloride was quenched dropwise with anhydrous methanol (100 mL) at 0° C. The reaction mixture was treated with potassium carbonate and allowed to stir at room temperature for 3 h. Excess solvent was removed by rotary evaporation at reduced... The yield is 91.2%. Solvent: C1CCOC1 (THF). Reaction conditions: time 16 hour. Yields the product COC=1C(=C(C(=O)OC)C=C(C1O)OC)[N+](=O)[O-] (Methyl 3,5-dimethoxy-4-hydroxy-2-nitrobenzoate). Reagents/catalysts: CN(C)C=O (DMF).